This data is from the Open Reaction Database (ORD), a public repository of structured organic reaction records. The task is: describe an organic reaction: reactants, conditions, products, and yield The reactants are COC(C1=C(C=C(C=C1)O)F)=O (2-Fluoro-4-hydroxy-benzoic acid methyl ester), Br.BrCC1=NC=CC=C1 (2-(bromomethyl)pyridine hydrobromide). The product is COC(C1=C(C=C(C=C1)OCC1=NC=CC=C1)F)=O (2-Fluoro-4-(pyridin-2-ylmethoxy)-benzoic acid methyl ester). RXN SMILES: [CH3:1][O:2][C:3](=[O:12])[C:4]1[CH:9]=[CH:8][C:7]([OH:10])=[CH:6][C:5]=1[F:11].Br.Br[CH2:15][C:16]1[CH:21]=[CH:20][CH:19]=[CH:18][N:17]=1>>[CH3:1][O:2][C:3](=[O:12])[C:4]1[CH:9]=[CH:8][C:7]([O:10][CH2:15][C:16]2[CH:21]=[CH:20][CH:19]=[CH:18][N:17]=2)=[CH:6][C:5]=1[F:11] |f:1.2|. Procedure details: The title compound is prepared in a manner substantially analogous to Procedure E from 2-Fluoro-4-hydroxy-benzoic acid methyl ester and 2-(bromomethyl)pyridine hydrobromide. MS (ES+) 262